Dataset: the Open Reaction Database (ORD), a public repository of structured organic reaction records. Task: describe an organic reaction: reactants, conditions, products, and yield The reactants are ClCCl, Oc1cc(F)ccc1Cl, O=[N+]([O-])O. Yields the product O=[N+]([O-])c1cc(Cl)c(O)cc1F. As a reaction SMILES: [Cl:14][CH2:15][Cl:16].[Cl:1][c:2]1[c:3]([OH:9])[cH:4][c:5]([F:8])[cH:6][cH:7]1.[OH:10][N+:11]([O-:12])=[O:13]>>[Cl:1][c:2]1[c:3]([OH:9])[cH:4][c:5]([F:8])[c:6]([N+:11](=[O:10])[O-:12])[cH:7]1. Reactants: solution, Cl (hydrogen chloride), C(C)(=O)OCC (ethyl acetate), C(C)O (Ethanol), C(C1=CC=CC=C1)OC(=O)NC1=C(C=C(C=C1OC)C=1C=CC(=NC1)N1CCN(CCC1)C1=NC=C(C=C1)C1=CC(=C(C(=C1)OC)NC(=O)OCC1=CC=CC=C1)OC)OC (1,4-bis[5-(4-benzyloxycarbonylamino-3,5-dimethoxyphenyl)-2-pyridyl]hexahydro-1,4-diazepine). The reagents and catalysts are [Pd] (palladium on charcoal). Run in C(Cl)(Cl)Cl (chloroform), C(C)(=O)O (acetic acid). Run at temperature 50 celsius, time 1.5 hour. Product: Cl.Cl.Cl.Cl.NC1=C(C=C(C=C1OC)C=1C=CC(=NC1)N1CCN(CCC1)C1=NC=C(C=C1)C1=CC(=C(C(=C1)OC)N)OC)OC (1,4-Bis[5-(4-amino-3,5-dimethoxyphenyl)-2-pyridyl]hexahydro-1,4-diazepine Tetrahydrochloride). The yield is 82.0%. RXN SMILES: C(OC([NH:11][C:12]1[C:17]([O:18][CH3:19])=[CH:16][C:15]([C:20]2[CH:21]=[CH:22][C:23]([N:26]3[CH2:32][CH2:31][CH2:30][N:29]([C:33]4[CH:38]=[CH:37][C:36]([C:39]5[CH:44]=[C:43]([O:45][CH3:46])[C:42]([NH:47]C(OCC6C=CC=CC=6)=O)=[C:41]([O:58][CH3:59])[CH:40]=5)=[CH:35][N:34]=4)[CH2:28][CH2:27]3)=[N:24][CH:25]=2)=[CH:14][C:13]=1[O:60][CH3:61])=O)C1C=CC=CC=1.[ClH:62].C(OCC)(=O)C.C(O)C>C(O)(=O)C.[Pd].C(Cl)(Cl)Cl>[ClH:62].[ClH:62].[ClH:62].[ClH:62].[NH2:11][C:12]1[C:17]([O:18][CH3:19])=[CH:16][C:15]([C:20]2[CH:21]=[CH:22][C:23]([N:26]3[CH2:32][CH2:31][CH2:30][N:29]([C:33]4[CH:38]=[CH:37][C:36]([C:39]5[CH:44]=[C:43]([O:45][CH3:46])[C:42]([NH2:47])=[C:41]([O:58][CH3:59])[CH:40]=5)=[CH:35][N:34]=4)[CH2:28][CH2:27]3)=[N:24][CH:25]=2)=[CH:14][C:13]=1[O:60][CH3:61] |f:7.8.9.10.11|. Reported procedure: To a solution of 1,4-bis[5-(4-benzyloxycarbonylamino-3,5-dimethoxyphenyl)-2-pyridyl]hexahydro-1,4-diazepine (120.0 mg, 0.140 mmol) in acetic acid (2.0 mL) was added 10% palladium on charcoal (24.0 mg), and the resulting mixture was stirred at 50° C. for 1.5 hours under hydrogen. Insoluble materials were removed by filtration through Celite, and the filtrate was concentrated under reduced pressure. A solution of the residue in chloroform was washed with saturated aqueous sodium hydrogencarbonate ... Starting materials: C(O)C(CCCCC)(CO)CO (trimethylolhexane), C(=O)(N)N (carbamide), [OH-].[K+] (potassium hydroxide). Run at temperature 215 celsius. The product is OCC1(COC1)CCCCC (3-hydroxymethyl-3-pentyloxetane). Yield: 24.4%. As a reaction SMILES: [CH2:1]([C:3]([CH2:11][OH:12])([CH2:9][OH:10])[CH2:4][CH2:5][CH2:6][CH2:7][CH3:8])O.C(N)(N)=O.[OH-].[K+]>>[OH:10][CH2:9][C:3]1([CH2:4][CH2:5][CH2:6][CH2:7][CH3:8])[CH2:1][O:12][CH2:11]1 |f:2.3|. Procedure: 84.5 mmoles of trimethylolhexane and 70.9 mmoles of carbamide were together with 1.2 mole % of potassium hydroxide (based on total amount of reactants and catalysts) charged in a reaction vessel. The synthesis was performed in accordance with Example 1. The temperature uring the pyrolysis gradually raised to 215° C. 20.6 mmoles of 3-hydroxymethyl-3-pentyloxetane (trimethylolhexane oxetane) was yielded from the distillate and characterised by NMR. The remainder contained the spiro-orthocarbonate ...